The task is: describe an organic reaction: reactants, conditions, products, and yield. This data is from the Open Reaction Database (ORD), a public repository of structured organic reaction records. Reaction SMILES: [Br:1][C:2]1[N:7]2[CH:8]=[CH:9][N:10]=[C:6]2[C:5](Br)=[N:4][CH:3]=1.[Si:12]([O:19][CH2:20][C:21]1[S:25][C:24]([NH2:26])=[N:23][CH:22]=1)([C:15]([CH3:18])([CH3:17])[CH3:16])([CH3:14])[CH3:13]>>[Br:1][C:2]1[N:7]2[CH:8]=[CH:9][N:10]=[C:6]2[C:5]([NH:26][C:24]2[S:25][C:21]([CH2:20][O:19][Si:12]([C:15]([CH3:18])([CH3:17])[CH3:16])([CH3:13])[CH3:14])=[CH:22][N:23]=2)=[N:4][CH:3]=1. The reactants are BrC1=CN=C(C=2N1C=CN2)Br (5,8-Dibromo-imidazo[1,2-a]pyrazine), [Si](C)(C)(C(C)(C)C)OCC1=CN=C(S1)N (5-(tert-butyl-dimethylsilyloxymethyl)-thiazol-2-ylamine). Procedure: Prepared from Intermediate 2 and Intermediate 7 using the procedure described in Example 1, Step 1. MS (MH+, m/z) 440. Yields the product BrC1=CN=C(C=2N1C=CN2)NC=2SC(=CN2)CO[Si](C)(C)C(C)(C)C (N-(5-bromoimidazo[1,2-a]pyrazin-8-yl)-5-((tert-butyldimethylsilyloxy)methyl)thiazol-2-amine). Reactants: O\C=C\1/C(NC2=CC(=CC=C12)F)=O (Z-3-[(hydroxy)-methylene]-6-fluoro-1,3-dihydro-indol-2-one), NC1=NNC=C1 (3-aminopyrazole), O\C=C\1/C(NC2=CC(=CC=C12)F)=O (Z-3-[(hydroxy)-methylene]-6-fluoro-1,3-dihydro-indol-2-one), O\C=C\1/C(NC2=CC=CC=C12)=O (Z-3-[(hydroxy)-methylene]-1,3-dihydro-indol-2-one), C1(=CC=CC=C1)C1=CC(=NN1)N (5-phenyl-1H-pyrazol-3-ylamine), C1(=CC=CC=C1)C1=CC(=NN1)N (5-phenyl-1H-pyrazol-3-ylamine). Solvent: O1CCCC1 (tetrahydrofuran). Product: FC1=CC=C2C(C(NC2=C1)=O)=CNC1=NNC(=C1)C1=CC=CC=C1 (6-Fluoro-3-[(5-phenyl-1H-pyrazol-3-ylamino)-methylene]-1,3-dihydro-indol-2-one). Reaction SMILES: O/[CH:2]=[C:3]1\[C:4](=[O:13])[NH:5][C:6]2[C:11]\1=[CH:10][CH:9]=[C:8]([F:12])[CH:7]=2.O/C=C1\C(=O)NC2C\1=CC=CC=2.[C:26]1([C:32]2[NH:36][N:35]=[C:34]([NH2:37])[CH:33]=2)[CH:31]=[CH:30][CH:29]=[CH:28][CH:27]=1.NC1C=CNN=1>O1CCCC1>[F:12][C:8]1[CH:7]=[C:6]2[C:11]([C:3](=[CH:2][NH:37][C:34]3[CH:33]=[C:32]([C:26]4[CH:31]=[CH:30][CH:29]=[CH:28][CH:27]=4)[NH:36][N:35]=3)[C:4](=[O:13])[NH:5]2)=[CH:10][CH:9]=1. Procedure: The named compound is prepared by substituting E & Z-3-[(hydroxy)-methylene]-6-fluoro-1,3-dihydro-indol-2-one for E & Z-3-[(hydroxy)-methylene]-1,3-dihydro-indol-2-one and 5-phenyl-1H-pyrazol-3-ylamine for 3-aminopyrazole in the reaction of Example 1. Specifically, E & Z-3-[(hydroxy)-methylene]-6-fluoro-1,3-dihydro-indol-2-one (0.033 gms.) is reacted with 0.065 gms. 5-phenyl-1H-pyrazol-3-ylamine by refluxing in tetrahydrofuran (0.88 mL) to afford the named compound in the amount of 0.0417 gms.